From a dataset of the Open Reaction Database (ORD), a public repository of structured organic reaction records. describe an organic reaction: reactants, conditions, products, and yield Reactants: FC1=C2C(=CNC2=C(C=C1)/C(=N/[H])/NO)CCC(=O)OCC (Ethyl 3-{4-fluoro-7-[(Z)-(hydroxyamino)(imino)methyl]-1H-indol-3-yl}propanoate), C=1C=CC2=C(C1)N=NN2O (HOBT), CCN=C=NCCCN(C)C (EDCI), C(#N)C=1C=C(C(=O)O)C=CC1OC(C)C (3-cyano-4-[(1-methylethyl)oxy]benzoic acid), CCCC[N+](CCCC)(CCCC)CCCC.[F-] (TBAF). Run in C1CCOC1 (THF), C1CCOC1 (THF). Run at time 2 hour. The product is C(#N)C=1C=C(C=CC1OC(C)C)C1=NC(=NO1)C=1C=CC(=C2C(=CNC12)CCC(=O)OCC)F (ethyl 3-[7-(5-{3-cyano-4-[(1-methylethyl)oxy]phenyl}-1,2,4-oxadiazol-3-yl)-4-fluoro-1H-indol-3-yl]propanoate). Yield: 90.1%. As a reaction SMILES: C1C=CC2N(O)N=NC=2C=1.CCN=C=NCCCN(C)C.[C:22]([C:24]1[CH:25]=[C:26]([CH:30]=[CH:31][C:32]=1[O:33][CH:34]([CH3:36])[CH3:35])[C:27]([OH:29])=O)#[N:23].[F:37][C:38]1[CH:46]=[CH:45][C:44](/[C:47](/[NH:50]O)=[N:48]/[H])=[C:43]2[C:39]=1[C:40]([CH2:52][CH2:53][C:54]([O:56][CH2:57][CH3:58])=[O:55])=[CH:41][NH:42]2.CCCC[N+](CCCC)(CCCC)CCCC.[F-]>C1COCC1>[C:22]([C:24]1[CH:25]=[C:26]([C:27]2[O:29][N:48]=[C:47]([C:44]3[CH:45]=[CH:46][C:38]([F:37])=[C:39]4[C:43]=3[NH:42][CH:41]=[C:40]4[CH2:52][CH2:53][C:54]([O:56][CH2:57][CH3:58])=[O:55])[N:50]=2)[CH:30]=[CH:31][C:32]=1[O:33][CH:34]([CH3:36])[CH3:35])#[N:23] |f:4.5|. Reported procedure: HOBT (149 mg) and EDCI (187 mg) were added to a solution of 3-cyano-4-[(1-methylethyl)oxy]benzoic acid (100 mg) in THF (4 mL). The resulting solution was stirred for 2 h. Ethyl 3-{4-fluoro-7-[(Z)-(hydroxyamino)(imino)methyl]-1H-indol-3-yl}propanoate (D45) (186 mg) in THF (4 mL) was added. The reaction mixture was stirred at RT overnight. TBAF (612 mg) was then added. The reaction vessel was sealed and heated in Biotage Initiator using initial normal to 120° C. for 2.5 hours. After cooling, the r... Reactants: COC1=C(C=O)C=C(C(=N1)C)CC (2-methoxy-5-ethyl-6-methylnicotinaldehyde), C[Si](C)(C)C#N (trimethylsilyl cyanide), [H-].[Al+3].[Li+].[H-].[H-].[H-] (lithium aluminum hydride). Reagents/catalysts: [I-].[Zn+2].[I-] (zinc iodide). Run in C(C)OCC (diethyl ether), C(C)OCC (diethyl ether). Reaction conditions: time 2 hour. The product is COC1=NC(=C(C=C1C(CN)O)CC)C (2-methoxy-3-(2-amino-1-(R/S)-hydroxy ethyl)-5-ethyl-6-methylpyridine). Reaction SMILES: [CH3:1][O:2][C:3]1[N:10]=[C:9]([CH3:11])[C:8]([CH2:12][CH3:13])=[CH:7][C:4]=1[CH:5]=[O:6].C[Si]([C:18]#[N:19])(C)C.[H-].[Al+3].[Li+].[H-].[H-].[H-]>C(OCC)C.[I-].[Zn+2].[I-]>[CH3:1][O:2][C:3]1[C:4]([CH:5]([OH:6])[CH2:18][NH2:19])=[CH:7][C:8]([CH2:12][CH3:13])=[C:9]([CH3:11])[N:10]=1 |f:2.3.4.5.6.7,9.10.11|. Reported procedure: A mixture of 2-methoxy-5-ethyl-6-methylnicotinaldehyde (1.05 g, 5.86 mmol) and trimethylsilyl cyanide (0.85 mL, 6.37 mmol) containing zinc iodide (10 mg) was stirred, under a nitrogen atmosphere, at ambient temperature for two hours. This liquid was diluted with anhydrous diethyl ether, filtered and then added dropwise to a suspension of lithium aluminum hydride (225 mg, 5.9 mmol) in diethyl ether (15 mL) under nitrogen. After two hours the reaction was quenched with saturated aqueous sodium sul... The reactants are C(C)C1(NC(CC(=N1)CC)(C)CC)C (2,4,6-triethyl-2,6-dimethyl-1,2,5,6-tetrahydropyrimidine), C([O-])([O-])=O.[Na+].[Na+] (sodium carbonate). Solvent: Cl (hydrochloric acid). Product: NC(CC(CC)=O)(CC)C (5-amino-5-methyl-3-heptanone). RXN SMILES: C(C1(C)N=[C:7]([CH2:9][CH3:10])[CH2:6][C:5]([CH2:12][CH3:13])([CH3:11])[NH:4]1)C.C(=O)([O-])[O-:16].[Na+].[Na+]>Cl>[NH2:4][C:5]([CH3:11])([CH2:12][CH3:13])[CH2:6][C:7](=[O:16])[CH2:9][CH3:10] |f:1.2.3|. Reported procedure: 196.3 g of 2,4,6-triethyl-2,6-dimethyl-1,2,5,6-tetrahydropyrimidine were added dropwise to 300 ml of concentrated hydrochloric acid at 30° - 40° C, with stirring. When the addition was complete, the mixture was stirred for a further 4 - 5 hours and then neutralized with sodium carbonate and extracted with benzene. The resulting benzene solution was washed with, in turn, a 5% aqueous solution of sodium carbonate and water, and was then dried over potassium carbonate. After removal of benzene, the...